This data is from the Open Reaction Database (ORD), a public repository of structured organic reaction records. The task is: describe an organic reaction: reactants, conditions, products, and yield Starting materials: CCCCN1C(=O)C(Cl)=C(c2ccccc2)S1(=O)=O, NCc1ccccc1. The product is CCCCN1C(=O)C(NCc2ccccc2)=C(c2ccccc2)S1(=O)=O. As a reaction SMILES: [CH2:1]([CH2:2][CH2:3][CH3:4])[N:5]1[S:6](=[O:18])(=[O:19])[C:7]([c:12]2[cH:13][cH:14][cH:15][cH:16][cH:17]2)=[C:8]([Cl:11])[C:9]1=[O:10].[NH2:20][CH2:21][c:22]1[cH:23][cH:24][cH:25][cH:26][cH:27]1>>[CH2:1]([CH2:2][CH2:3][CH3:4])[N:5]1[S:6](=[O:18])(=[O:19])[C:7]([c:12]2[cH:13][cH:14][cH:15][cH:16][cH:17]2)=[C:8]([NH:20][CH2:21][c:22]2[cH:23][cH:24][cH:25][cH:26][cH:27]2)[C:9]1=[O:10].